describe an organic reaction: reactants, conditions, products, and yield From a dataset of the Open Reaction Database (ORD), a public repository of structured organic reaction records. The reactants are BrC1=C(C=CC(=C1)C(F)(F)F)C1=C2C=CC(=CC2=CC=C1)S(=O)(=O)N(C1=NC=NS1)CC1=C(C=C(C=C1)OC)OC (5-(2-bromo-4-(trifluoromethyl)phenyl)-N-(2,4-dimethoxybenzyl)-N-(1,2,4-thiadiazol-5-yl)naphthalene-2-sulfonamide), C(Cl)Cl (DCM), C(=O)(C(F)(F)F)O (TFA). Run at time 30 minute. The product is BrC1=C(C=CC(=C1)C(F)(F)F)C1=C2C=CC(=CC2=CC=C1)S(=O)(=O)NC1=NC=NS1 (5-(2-BROMO-4-(TRIFLUOROMETHYL)PHENYL)-N-(1,2,4-THIADIAZOL-5-YL)NAPHTHALENE-2-SULFONAMIDE). RXN SMILES: [Br:1][C:2]1[CH:7]=[C:6]([C:8]([F:11])([F:10])[F:9])[CH:5]=[CH:4][C:3]=1[C:12]1[CH:21]=[CH:20][CH:19]=[C:18]2[C:13]=1[CH:14]=[CH:15][C:16]([S:22]([N:25](CC1C=CC(OC)=CC=1OC)[C:26]1[S:30][N:29]=[CH:28][N:27]=1)(=[O:24])=[O:23])=[CH:17]2.C(Cl)Cl.C(O)(C(F)(F)F)=O>>[Br:1][C:2]1[CH:7]=[C:6]([C:8]([F:10])([F:11])[F:9])[CH:5]=[CH:4][C:3]=1[C:12]1[CH:21]=[CH:20][CH:19]=[C:18]2[C:13]=1[CH:14]=[CH:15][C:16]([S:22]([NH:25][C:26]1[S:30][N:29]=[CH:28][N:27]=1)(=[O:23])=[O:24])=[CH:17]2. Procedure: To a solution of 5-(2-bromo-4-(trifluoromethyl)phenyl)-N-(2,4-dimethoxybenzyl)-N-(1,2,4-thiadiazol-5-yl)naphthalene-2-sulfonamide (3.27 g, 4.92 mmol) in DCM (49.2 mL, 4.92 mmol) was added TFA (1.896 mL, 24.60 mmol). The resulting mixture was stirred at room temperature. After 30 min, LC/MS showed mainly desired product. The mixture was stirred for an additional hour at room temperature until the reaction was complete. The mixture was partially concentrated until a white solid crashed out. The so...